This data is from the Open Reaction Database (ORD), a public repository of structured organic reaction records. The task is: describe an organic reaction: reactants, conditions, products, and yield The reactants are ClC1=CC=C(C=C1)C1(N=C(N(C1(C)C1=CC=C(C=C1)Cl)C(=O)Cl)C1=C(C=C(C=C1)C(C(C)=O)(C)C)OCC)C (rac-(4S*,5R*)-4,5-bis-(4-chloro-phenyl)-2-[4-(1,1-dimethyl-2-oxo-propyl)-2-ethoxy-phenyl]-4,5-dimethyl-4,5-dihydro-imidazole-1-carbonyl chloride), Cl.Cl.CS(=O)(=O)CCCN1CCNCC1 (1-(3-methanesulfonyl-propyl)-piperazine dihydrochloride). The product is ClC1=CC=C(C=C1)C1(N=C(N(C1(C)C1=CC=C(C=C1)Cl)C(=O)N1CCN(CC1)CCCS(=O)(=O)C)C1=C(C=C(C=C1)C(C(C)=O)(C)C)OCC)C (3-(4-{4,5-Bis-(4-chloro-phenyl)-1-[4-(3-methanesulfonyl-propyl)-piperazine-1-carbonyl]-4,5-dimethyl-4,5-dihydro-1H-imidazol-2-yl}-3-ethoxy-phenyl)-3-methyl-butan-2-one). As a reaction SMILES: [Cl:1][C:2]1[CH:7]=[CH:6][C:5]([C:8]2([CH3:39])[C:12]([C:14]3[CH:19]=[CH:18][C:17]([Cl:20])=[CH:16][CH:15]=3)([CH3:13])[N:11]([C:21](Cl)=[O:22])[C:10]([C:24]3[CH:29]=[CH:28][C:27]([C:30]([CH3:35])([CH3:34])[C:31](=[O:33])[CH3:32])=[CH:26][C:25]=3[O:36][CH2:37][CH3:38])=[N:9]2)=[CH:4][CH:3]=1.Cl.Cl.[CH3:42][S:43]([CH2:46][CH2:47][CH2:48][N:49]1[CH2:54][CH2:53][NH:52][CH2:51][CH2:50]1)(=[O:45])=[O:44]>>[Cl:1][C:2]1[CH:7]=[CH:6][C:5]([C:8]2([CH3:39])[C:12]([C:14]3[CH:15]=[CH:16][C:17]([Cl:20])=[CH:18][CH:19]=3)([CH3:13])[N:11]([C:21]([N:52]3[CH2:53][CH2:54][N:49]([CH2:48][CH2:47][CH2:46][S:43]([CH3:42])(=[O:44])=[O:45])[CH2:50][CH2:51]3)=[O:22])[C:10]([C:24]3[CH:29]=[CH:28][C:27]([C:30]([CH3:35])([CH3:34])[C:31](=[O:33])[CH3:32])=[CH:26][C:25]=3[O:36][CH2:37][CH3:38])=[N:9]2)=[CH:4][CH:3]=1 |f:1.2.3|. Procedure details: In a manner analogous to the method described in example 5, rac-(4S*,5R*)-4,5-bis-(4-chloro-phenyl)-2-[4-(1,1-dimethyl-2-oxo-propyl)-2-ethoxy-phenyl]-4,5-dimethyl-4,5-dihydro-imidazole-1-carbonyl chloride was reacted with 1-(3-methanesulfonyl-propyl)-piperazine dihydrochloride (prepared as described in Fotouhi, N. et al. WO 2005110996) to give the title product as a racemic mixture. The enantiomers were then separated by supercritical fluid chromatography (Berger Instrument Multi-Gram II, Daicel... The reactants are COC1=NC=CC(=C1)CCC1=NC=CC=C1 (2-Methoxy-4-(2-(pyridin-2-yl)ethyl)pyridine). Solvent: Cl (hydrochloric acid). Yields the product N1=C(C=CC=C1)CCC1=CC(NC=C1)=O (4-(2-(Pyridin-2-yl)ethyl)pyridin-2(1H)-one). Yield: 96.7%. As a reaction SMILES: C[O:2][C:3]1[CH:8]=[C:7]([CH2:9][CH2:10][C:11]2[CH:16]=[CH:15][CH:14]=[CH:13][N:12]=2)[CH:6]=[CH:5][N:4]=1>Cl>[N:12]1[CH:13]=[CH:14][CH:15]=[CH:16][C:11]=1[CH2:10][CH2:9][C:7]1[CH:6]=[CH:5][NH:4][C:3](=[O:2])[CH:8]=1. Procedure: 2-Methoxy-4-(2-(pyridin-2-yl)ethyl)pyridine (200 mg, 0.93 mmol) was stirred in concentrated hydrochloric acid (5 mL) at 120° C. for 18 h and then concentrated. The residue was dissolved in MeOH (5 mL) and passed down an Isolute SCX-2 column (10 g). Elution with 7 N NH3 in MeOH and concentration of the eluent provided the title compound (180 mg, 96%) as a white solid: 1H NMR (500 MHz, CD3OD) δ 8.45 (d, J=4.7 Hz, 1H), 7.75-7.71 (dd, J=7.8, 1.8 Hz, 1H), 7.32 (d, J=6.9 Hz, 1H), 7.28 (d, J=7.8 Hz, 1H... Reactants: C=O, CNC1CCCN(Cc2ccccc2)C1, CCO, [H][H], O=[Pt]. Product: CN(C)C1CCCN(Cc2ccccc2)C1. Reaction SMILES: [CH2:18]=[O:19].[CH2:3]([c:4]1[cH:5][cH:6][cH:7][cH:8][cH:9]1)[N:10]1[CH2:11][CH:12]([NH:16][CH3:17])[CH2:13][CH2:14][CH2:15]1.[CH3:22][CH2:23][OH:24].[H:1][H:2].[Pt:20]=[O:21]>>[CH2:3]([c:4]1[cH:5][cH:6][cH:7][cH:8][cH:9]1)[N:10]1[CH2:11][CH:12]([N:16]([CH3:17])[CH3:18])[CH2:13][CH2:14][CH2:15]1. The reactants are FC(CCOC(C)=O)(C1=CC=C(C=C1)F)F (acetic acid [3,3-difluoro-3-(4-fluorophenyl)-propyl]ester), [OH-].[Na+] (sodium hydroxide). The solvent is C(C)O (ethanol). Conditions: time 1 hour. Product: FC(CCO)(C1=CC=C(C=C1)F)F (3,3-difluoro-3-(4-fluorophenyl)-propan-1-ol). The yield is 95.4%. Reaction SMILES: [F:1][C:2]([F:16])([C:9]1[CH:14]=[CH:13][C:12]([F:15])=[CH:11][CH:10]=1)[CH2:3][CH2:4][O:5]C(=O)C.[OH-].[Na+]>C(O)C>[F:16][C:2]([F:1])([C:9]1[CH:14]=[CH:13][C:12]([F:15])=[CH:11][CH:10]=1)[CH2:3][CH2:4][OH:5] |f:1.2|. Procedure details: To a solution of acetic acid [3,3-difluoro-3-(4-fluorophenyl)-propyl]ester (5.50 g, 23.7 mmol) in ethanol (70 ml) is added 35% aqueous sodium hydroxide (20 ml) at 0° C. and the reaction mixture is stirred at RT for 1 h. After completion of reaction, the solvent is evaporated and the residue is diluted with water (150 ml) and acidified with aqueous hydrochloric acid before extraction with EtOAc (3×100 ml). The combined organic layers are washed with water (150 ml), brine (150 ml), dried over anhy... Starting materials: ClCCl, CCOC(C)=O, CNS(=O)(=O)Cc1ccc2[nH]c([Si](C)(C)C)c(CCCO)c2c1, O=C(O)C(F)(F)F. Product: CNS(=O)(=O)Cc1ccc2[nH]cc(CCCO)c2c1. Reaction SMILES: [CH2:37]([Cl:38])[Cl:39].[CH3:31][CH2:32][O:33][C:34](=[O:35])[CH3:36].[OH:1][CH2:2][CH2:3][CH2:4][c:5]1[c:6]([Si:20]([CH3:21])([CH3:22])[CH3:23])[nH:7][c:8]2[cH:9][cH:10][c:11]([CH2:14][S:15](=[O:16])(=[O:17])[NH:18][CH3:19])[cH:12][c:13]12.[OH:24][C:25]([C:26]([F:27])([F:28])[F:29])=[O:30]>>[OH:1][CH2:2][CH2:3][CH2:4][c:5]1[cH:6][nH:7][c:8]2[cH:9][cH:10][c:11]([CH2:14][S:15](=[O:16])(=[O:17])[NH:18][CH3:19])[cH:12][c:13]12.